This data is from the Open Reaction Database (ORD), a public repository of structured organic reaction records. The task is: describe an organic reaction: reactants, conditions, products, and yield The reactants are ClC[C@H](CC(=O)OCC)O (ethyl (S)-4-chloro3-hydroxybutyrate), halohydrin, [C-]#N.[Na+] (NaCN), 14. The solvent is P(=O)([O-])([O-])[O-].[K+].[K+].[K+] (potassium phosphate). Yields the product C(#N)C[C@H](CC(=O)OCC)O (ethyl (R)-4-cyano-3-hydroxybutyrate). RXN SMILES: Cl[CH2:2][C@@H:3]([OH:10])[CH2:4][C:5]([O:7][CH2:8][CH3:9])=[O:6].[C-:11]#[N:12].[Na+]>P([O-])([O-])([O-])=O.[K+].[K+].[K+]>[C:11]([CH2:2][C@@H:3]([OH:10])[CH2:4][C:5]([O:7][CH2:8][CH3:9])=[O:6])#[N:12] |f:1.2,3.4.5.6|. Procedure details: To a well stirred solution of ethyl (S)-4-chloro3-hydroxybutyrate (8.25 g, 50 mmoles) in 300 mM potassium phosphate buffer, 300 mM NaCN pH 8.0 (1 L) at 30° C. was added halohydrin dehalogenase SEQ ID NO: 14 (9 g) as a lyophilized powder. After fifty seven hours the mixture was washed with ethyl acetate (2 times 250 mL) and the combined organics dried over anhydrous sodium sulfate. The mixture was filtered and evaporated on a rotary evaporator to give essentially pure ethyl (R)-4-cyano-3-hydroxyb... Starting materials: CC1=C(C=CC=C1)CCOCC(=O)O (2-[2-(2-methylphenyl)ethoxy]acetic acid), C(C(=O)Cl)(=O)Cl (oxalyl chloride), [OH-].[NH4+] (ammonium hydroxide). The solvent is C1(=CC=CC=C1)C (toluene). Product: CC1=C(C=CC=C1)CCOCC(=O)N (2-[2-(2-Methylphenyl)ethoxy]acetamide). RXN SMILES: [CH3:1][C:2]1[CH:7]=[CH:6][CH:5]=[CH:4][C:3]=1[CH2:8][CH2:9][O:10][CH2:11][C:12]([OH:14])=O.C(Cl)(=O)C(Cl)=O.[OH-].[NH4+:22]>C1(C)C=CC=CC=1>[CH3:1][C:2]1[CH:7]=[CH:6][CH:5]=[CH:4][C:3]=1[CH2:8][CH2:9][O:10][CH2:11][C:12]([NH2:22])=[O:14] |f:2.3|. Procedure: The subtitle compound (5.02 g) was prepared according to the procedure in example 5 part b using 2-[2-(2-methylphenyl)ethoxy]acetic acid (6.726 g), oxalyl chloride (6.22 ml), concentrated ammonium hydroxide (60 ml), and toluene (60 ml). Starting materials: [Si](C)(C)(C(C)(C)C)O[C@@H]([C@@H](OC1=CC=C(C=C1)B(O)O)C)CCC=1C=NC=CC1 ((1S,2R)-4-[2-(tert-butyldimethylsilanyloxy)-1-methyl-4-pyridin-3-ylbutoxy]benzeneboronic acid), oxalate salt, ClC1=CC=C(C=C1)I (4-chloro-iodobenzene), C([O-])([O-])=O.[Na+].[Na+] (sodium carbonate). Reagents/catalysts: C=1C=CC(=CC1)[P](C=2C=CC=CC2)(C=3C=CC=CC3)[Pd]([P](C=4C=CC=CC4)(C=5C=CC=CC5)C=6C=CC=CC6)([P](C=7C=CC=CC7)(C=8C=CC=CC8)C=9C=CC=CC9)[P](C=1C=CC=CC1)(C=1C=CC=CC1)C=1C=CC=CC1 (tetrakis(triphenylphosphine)palladium). The solvent is C1(=CC=CC=C1)C (toluene), C(C)O (ethanol). Conditions: temperature 100 celsius, time 3 hour. Product: ClC1=CC=C(C=C1)C1=CC=C(C=C1)OC(C(CCC=1C=NC=CC1)O)C (4-(4′-Chlorobiphenyl-4-yloxy)-1-pyridin-3-yl-pentan-3-ol). Reaction SMILES: [Si]([O:8][C@H:9]([CH2:22][CH2:23][C:24]1[CH:25]=[N:26][CH:27]=[CH:28][CH:29]=1)[C@H:10]([CH3:21])[O:11][C:12]1[CH:17]=[CH:16][C:15](B(O)O)=[CH:14][CH:13]=1)(C(C)(C)C)(C)C.[Cl:30][C:31]1[CH:36]=[CH:35][C:34](I)=[CH:33][CH:32]=1.C(=O)([O-])[O-].[Na+].[Na+]>C1(C)C=CC=CC=1.C(O)C.C1C=CC([P]([Pd]([P](C2C=CC=CC=2)(C2C=CC=CC=2)C2C=CC=CC=2)([P](C2C=CC=CC=2)(C2C=CC=CC=2)C2C=CC=CC=2)[P](C2C=CC=CC=2)(C2C=CC=CC=2)C2C=CC=CC=2)(C2C=CC=CC=2)C2C=CC=CC=2)=CC=1>[Cl:30][C:31]1[CH:36]=[CH:35][C:34]([C:15]2[CH:14]=[CH:13][C:12]([O:11][CH:10]([CH3:21])[CH:9]([OH:8])[CH2:22][CH2:23][C:24]3[CH:25]=[N:26][CH:27]=[CH:28][CH:29]=3)=[CH:17][CH:16]=2)=[CH:33][CH:32]=1 |f:2.3.4,^1:57,59,78,97|. Procedure details: Prepared according to the method described in Example 12b) from (1S,2R)-4-[2-(tert-butyldimethylsilanyloxy)-1-methyl-4-pyridin-3-ylbutoxy]benzeneboronic acid (0.20 g, Example 11)), 4-chloro-iodobenzene (0.24 g), 2M aqueous sodium carbonate (0.5 ml) and tetrakis(triphenylphosphine)palladium (0) (0.1 g) in toluene (4 ml) and ethanol (1 ml). The reaction mixture was heated at 100° C. for 4 hours. After cooling, the solution was concentrated under reduced pressure. Concentrated hydrochloric acid (1 ... Reactants: F[B-](F)(F)F, CCN(C(C)C)C(C)C, C1CCOC1, COC(=O)C(CC(=O)[O-])Cc1ccc(Cl)c(C(F)(F)F)c1, O=C1Nc2ccccc2CN1C1CCNCC1, O, CN(C)C(On1nnc2ccccc21)=[N+](C)C. Product: COC(=O)C(CC(=O)N1CCC(N2Cc3ccccc3NC2=O)CC1)Cc1ccc(Cl)c(C(F)(F)F)c1. As a reaction SMILES: [B-:22]([F:23])([F:24])([F:25])[F:26].[CH2:44]([N:45]([CH:46]([CH3:47])[CH3:48])[CH:49]([CH3:50])[CH3:51])[CH3:52].[CH2:70]1[O:71][CH2:72][CH2:73][CH2:74]1.[Cl:1][c:2]1[c:3]([C:18]([F:19])([F:20])[F:21])[cH:4][c:5]([CH2:6][CH:7]([C:8](=[O:9])[O:10][CH3:11])[CH2:12][C:13](=[O:14])[O-:15])[cH:16][cH:17]1.[NH:53]1[CH2:54][CH2:55][CH:56]([N:59]2[C:60](=[O:69])[NH:61][c:62]3[cH:63][cH:64][cH:65][cH:66][c:67]3[CH2:68]2)[CH2:57][CH2:58]1.[OH2:75].[n:27]1([O:28][C:29]([N:30]([CH3:31])[CH3:32])=[N+:33]([CH3:34])[CH3:35])[c:36]2[cH:37][cH:38][cH:39][cH:40][c:41]2[n:42][n:43]1>>[Cl:1][c:2]1[c:3]([C:18]([F:19])([F:20])[F:21])[cH:4][c:5]([CH2:6][CH:7]([C:8](=[O:9])[O:10][CH3:11])[CH2:12][C:13](=[O:15])[N:53]2[CH2:54][CH2:55][CH:56]([N:59]3[C:60](=[O:69])[NH:61][c:62]4[cH:63][cH:64][cH:65][cH:66][c:67]4[CH2:68]3)[CH2:57][CH2:58]2)[cH:16][cH:17]1.